This data is from the Open Reaction Database (ORD), a public repository of structured organic reaction records. The task is: describe an organic reaction: reactants, conditions, products, and yield Reactants: Cc1c(C=O)[nH]c2c1C(=O)N(CCN1CCOCC1)CC2, CC(O)C(=O)Nc1cc2c(cc1F)CC(=O)N2. Yields the product Cc1c(C=C2C(=O)Nc3cc(NC(=O)C(C)O)c(F)cc32)[nH]c2c1C(=O)N(CCN1CCOCC1)CC2. As a reaction SMILES: [CH3:1][c:2]1[c:3]([CH:20]=[O:21])[nH:4][c:5]2[c:6]1[C:7](=[O:19])[N:8]([CH2:11][CH2:12][N:13]1[CH2:14][CH2:15][O:16][CH2:17][CH2:18]1)[CH2:9][CH2:10]2.[F:22][c:23]1[cH:24][c:25]2[c:29]([cH:30][c:31]1[NH:32][C:33]([CH:34]([CH3:35])[OH:36])=[O:37])[NH:28][C:27](=[O:38])[CH2:26]2>>[CH3:1][c:2]1[c:3]([CH:20]=[C:26]2[c:25]3[cH:24][c:23]([F:22])[c:31]([NH:32][C:33]([CH:34]([CH3:35])[OH:36])=[O:37])[cH:30][c:29]3[NH:28][C:27]2=[O:38])[nH:4][c:5]2[c:6]1[C:7](=[O:19])[N:8]([CH2:11][CH2:12][N:13]1[CH2:14][CH2:15][O:16][CH2:17][CH2:18]1)[CH2:9][CH2:10]2. Starting materials: COCCOCN(c1c(-c2ccccc2)c(OCCOC(C)=O)nn1C)S(=O)(=O)c1ccc(C(C)(C)C)cc1, O=C([O-])[O-], CO, [K+], [K+], O. The product is COCCOCN(c1c(-c2ccccc2)c(OCCO)nn1C)S(=O)(=O)c1ccc(C(C)(C)C)cc1. Reaction SMILES: [C:1](=[O:2])([CH3:3])[O:4][CH2:5][CH2:6][O:7][c:8]1[n:9][n:10]([CH3:39])[c:11]([N:19]([CH2:20][O:21][CH2:22][CH2:23][O:24][CH3:25])[S:26](=[O:27])(=[O:28])[c:29]2[cH:30][cH:31][c:32]([C:35]([CH3:36])([CH3:37])[CH3:38])[cH:33][cH:34]2)[c:12]1-[c:13]1[cH:14][cH:15][cH:16][cH:17][cH:18]1.[C:40](=[O:41])([O-:42])[O-:43].[CH3:46][OH:47].[K+:44].[K+:45].[OH2:48]>>[OH:4][CH2:5][CH2:6][O:7][c:8]1[n:9][n:10]([CH3:39])[c:11]([N:19]([CH2:20][O:21][CH2:22][CH2:23][O:24][CH3:25])[S:26](=[O:27])(=[O:28])[c:29]2[cH:30][cH:31][c:32]([C:35]([CH3:36])([CH3:37])[CH3:38])[cH:33][cH:34]2)[c:12]1-[c:13]1[cH:14][cH:15][cH:16][cH:17][cH:18]1. Reactants: CCOC(=O)C1=Cc2ccc(C(=O)c3ccc(C)cc3)cc2OC1C(F)(F)F, O=C(O)C(F)(F)F. Yields the product CCOC(=O)C1=Cc2ccc(Cc3ccc(C)cc3)cc2OC1C(F)(F)F. Reaction SMILES: [CH3:1][c:2]1[cH:3][cH:4][c:5]([C:6](=[O:7])[c:8]2[cH:9][cH:10][c:11]3[c:16]([cH:17]2)[O:15][CH:14]([C:18]([F:19])([F:20])[F:21])[C:13]([C:22](=[O:23])[O:24][CH2:25][CH3:26])=[CH:12]3)[cH:27][cH:28]1.[F:29][C:30]([F:31])([F:32])[C:33]([OH:34])=[O:35]>>[CH3:1][c:2]1[cH:3][cH:4][c:5]([CH2:6][c:8]2[cH:9][cH:10][c:11]3[c:16]([cH:17]2)[O:15][CH:14]([C:18]([F:19])([F:20])[F:21])[C:13]([C:22](=[O:23])[O:24][CH2:25][CH3:26])=[CH:12]3)[cH:27][cH:28]1. Reactants: C(C1=CC=CC=C1)(C1=CC=CC=C1)(C1=CC=CC=C1)N1N=C(N=N1)C1(CC12CCCCC2)C#N (1-(2-trityl-2H-tetrazol-5-yl)-spiro[2.5]octane-1-carbonitrile), Cl (HCl). The reagents and catalysts are O=[Pt]=O (PtO2). Solvent: CO.C1CCOC1 (MeOH THF). Reaction conditions: time 20 hour. The product is N1N=NN=C1C1(CC12CCCCC2)CN (C-[1-(1H-tetrazol-5-yl)-spiro[2.5]oct-1-yl]-methylamine). Yield: 80.7%. As a reaction SMILES: C([N:20]1[N:24]=[N:23][C:22]([C:25]2([C:33]#[N:34])[C:27]3([CH2:32][CH2:31][CH2:30][CH2:29][CH2:28]3)[CH2:26]2)=[N:21]1)(C1C=CC=CC=1)(C1C=CC=CC=1)C1C=CC=CC=1.Cl>CO.C1COCC1.O=[Pt]=O>[NH:23]1[C:22]([C:25]2([CH2:33][NH2:34])[C:27]3([CH2:32][CH2:31][CH2:30][CH2:29][CH2:28]3)[CH2:26]2)=[N:21][N:20]=[N:24]1 |f:2.3|. Procedure details: To a solution of the 1-(2-trityl-2H-tetrazol-5-yl)-spiro[2.5]octane-1-carbonitrile (2.40 g, 2.39 mmol) in 100 mL MeOH:THF (1:1) was added PtO2 (0.15 g), concentrated HCl (1.67 g), and the mixture was hydrogenated in a Parr shaker at 48 psi for 20 h. The mixture was filtered and concentrated. Flash chromatography of the residue on silica gel (0.25:1.25:3.5 conc. NH4OH (aq):MeOH:CH2Cl2) furnished 0.40 g (36%) of C-[1-(1H-tetrazol-5-yl)-spiro[2.5]oct-1-yl]-methylamine as a colorless solid. 1H NMR (...